Dataset: the Open Reaction Database (ORD), a public repository of structured organic reaction records. Task: describe an organic reaction: reactants, conditions, products, and yield Reactants: CC1(C)OB(c2ccc(N)cc2)OC1(C)C, COCCOC, CCO, CCOC(C)=O, CC1COCCN1c1cc(C(C)(C)S(=O)(=O)c2ccc(F)cc2)nc(Cl)n1, [Na+], [Na+], O=C([O-])[O-], CN(C)C=O, O, Cl[Pd]Cl, c1ccc(P(c2ccccc2)c2ccccc2)cc1, c1ccc(P(c2ccccc2)c2ccccc2)cc1. Product: CC1COCCN1c1cc(C(C)(C)S(=O)(=O)c2ccc(F)cc2)nc(-c2ccc(N)cc2)n1. RXN SMILES: [CH3:1][C:2]1([CH3:3])[C:4]([CH3:5])([CH3:6])[O:7][B:8]([c:9]2[cH:10][cH:11][c:12]([NH2:13])[cH:14][cH:15]2)[O:16]1.[CH3:55][O:56][CH2:57][CH2:58][O:59][CH3:60].[CH3:62][CH2:63][OH:64].[CH3:65][CH2:66][O:67][C:68](=[O:69])[CH3:70].[Cl:17][c:18]1[n:19][c:20]([N:37]2[CH:38]([CH3:43])[CH2:39][O:40][CH2:41][CH2:42]2)[cH:21][c:22]([C:24]([CH3:25])([CH3:26])[S:27](=[O:28])(=[O:29])[c:30]2[cH:31][cH:32][c:33]([F:36])[cH:34][cH:35]2)[n:23]1.[Na+:44].[Na+:45].[O-:46][C:47](=[O:48])[O-:49].[O:50]=[CH:51][N:52]([CH3:53])[CH3:54].[OH2:61].[Pd:71]([Cl:72])[Cl:73].[c:74]1([P:75]([c:76]2[cH:77][cH:78][cH:79][cH:80][cH:81]2)[c:82]2[cH:83][cH:84][cH:85][cH:86][cH:87]2)[cH:88][cH:89][cH:90][cH:91][cH:92]1.[c:93]1([P:94]([c:95]2[cH:96][cH:97][cH:98][cH:99][cH:100]2)[c:101]2[cH:102][cH:103][cH:104][cH:105][cH:106]2)[cH:107][cH:108][cH:109][cH:110][cH:111]1>>[c:9]1(-[c:18]2[n:19][c:20]([N:37]3[CH:38]([CH3:43])[CH2:39][O:40][CH2:41][CH2:42]3)[cH:21][c:22]([C:24]([CH3:25])([CH3:26])[S:27](=[O:28])(=[O:29])[c:30]3[cH:31][cH:32][c:33]([F:36])[cH:34][cH:35]3)[n:23]2)[cH:10][cH:11][c:12]([NH2:13])[cH:14][cH:15]1. Starting materials: NC1=C(C=CC=C1)O (2-aminophenol), C([O-])([O-])=O.[K+].[K+] (potassium carbonate), BrCCBr (1,2-dibromoethane), BrCCBr (1,2-dibromoethane). The solvent is CN(C=O)C (N,N-dimethylformamide). Reaction conditions: temperature 130 celsius, time 7.5 hour. Product: O1CCNC2=C1C=CC=C2 (3,4-dihydro-2H-1,4-benzoxazine). Reaction SMILES: [NH2:1][C:2]1[CH:7]=[CH:6][CH:5]=[CH:4][C:3]=1[OH:8].C(=O)([O-])[O-].[K+].[K+].Br[CH2:16][CH2:17]Br>CN(C)C=O>[O:8]1[C:3]2[CH:4]=[CH:5][CH:6]=[CH:7][C:2]=2[NH:1][CH2:17][CH2:16]1 |f:1.2.3|. Reported procedure: To a solution of 2-aminophenol (8.01 g) in N,N-dimethylformamide (70 ml), potassium carbonate (51.0 g) and 1,2-dibromoethane (9.5 ml) were added and stirred at 130° C. for 7.5 hours and then at room temperature for 3 days. After addition of additional 1,2-dibromoethane (9.5 ml), the reaction mixture was stirred at 130° C. for 6 hours. The reaction mixture was diluted with ice-cold water and extracted with ethyl acetate, and the organic layer was dried over anhydrous sodium sulfate. After the des... Starting materials: ClC1=NC=2N(C(=C1)Cl)N=CC2 (5,7-dichloro-pyrazolo[1,5-a]pyrimidine), C(C)(C)S(=O)(=O)C1=C(N)C=CC=C1 (2-(isopropylsulfonyl)aniline), [H-].[Na+] (NaH). Run in CN(C)C=O (DMF). Reaction conditions: temperature 50 celsius, time 2 hour. Yields the product ClC1=NC=2N(C(=C1)NC1=C(C=CC=C1)S(=O)(=O)C(C)C)N=CC2 (5-chloro-N-(2-(isopropylsulfonyl)phenyl)pyrazolo[1,5-a]pyrimidin-7-amine). As a reaction SMILES: [Cl:1][C:2]1[CH:7]=[C:6](Cl)[N:5]2[N:9]=[CH:10][CH:11]=[C:4]2[N:3]=1.[CH:12]([S:15]([C:18]1[CH:24]=[CH:23][CH:22]=[CH:21][C:19]=1[NH2:20])(=[O:17])=[O:16])([CH3:14])[CH3:13].[H-].[Na+]>CN(C=O)C>[Cl:1][C:2]1[CH:7]=[C:6]([NH:20][C:19]2[CH:21]=[CH:22][CH:23]=[CH:24][C:18]=2[S:15]([CH:12]([CH3:14])[CH3:13])(=[O:17])=[O:16])[N:5]2[N:9]=[CH:10][CH:11]=[C:4]2[N:3]=1 |f:2.3|. Reported procedure: To a solution of 5,7-dichloro-pyrazolo[1,5-a]pyrimidine (1.0 mmol) and 2-(isopropylsulfonyl)aniline(1.0 mmol) in 5 mL of DMF, was added carefully NaH (24 mg). The resulting suspension was stirred at 50° C. for 2 hours. After cooling at RT and careful quenching (ice), water was added and the mixture was extracted with EtOAc. The organic layers were collected, dried (Na2SO4), filtrated and concentrated. The residue was purified over SiO2 column chromatography (eluent: 9:1 Hexane:EtOAc), to give th...